Dataset: the Open Reaction Database (ORD), a public repository of structured organic reaction records. Task: describe an organic reaction: reactants, conditions, products, and yield The product is O=C1CC(c2cccnc2)=NN1c1ccc(O)cc1. The reactants are Br, CC(=O)O, COc1ccc(N2N=C(c3cccnc3)CC2=O)cc1. As a reaction SMILES: [BrH:1].[CH3:22][C:23](=[O:24])[OH:25].[CH3:2][O:3][c:4]1[cH:5][cH:6][c:7]([N:10]2[N:11]=[C:12]([c:16]3[cH:17][n:18][cH:19][cH:20][cH:21]3)[CH2:13][C:14]2=[O:15])[cH:8][cH:9]1>>[OH:3][c:4]1[cH:5][cH:6][c:7]([N:10]2[N:11]=[C:12]([c:16]3[cH:17][n:18][cH:19][cH:20][cH:21]3)[CH2:13][C:14]2=[O:15])[cH:8][cH:9]1. The reactants are ClC1=C(C=C(C(=O)OC)C=C1[N+](=O)[O-])[N+](=O)[O-] (methyl 4-chloro-3,5-dinitrobenzoate), ClC1=C(C=CC(=C1)OC)[O-].[K+] (potassium 2-chloro-4-methoxyphenolate), ClC1=C(C=CC(=C1)OC)O (2-chloro-4-methoxyphenol). The solvent is C(C)O (ethanol). Yields the product dinitro, [N+](=O)([O-])C=1C=C(C(=O)OC)C=C(C1OC1=C(C=C(C=C1)OC)Cl)[N+](=O)[O-] (methyl 3,5-dinitro-4-(2′-chloro-4′-methoxyphenoxy)benzoate). Yield: 66.0%. As a reaction SMILES: [Cl:1][C:2]1[CH:7]=[C:6]([O:8][CH3:9])[CH:5]=[CH:4][C:3]=1[OH:10].ClC1C=C(OC)C=CC=1[O-].[K+].Cl[C:23]1[C:32]([N+:33]([O-:35])=[O:34])=[CH:31][C:26]([C:27]([O:29][CH3:30])=[O:28])=[CH:25][C:24]=1[N+:36]([O-:38])=[O:37]>C(O)C>[N+:33]([C:32]1[CH:31]=[C:26]([CH:25]=[C:24]([N+:36]([O-:38])=[O:37])[C:23]=1[O:10][C:3]1[CH:4]=[CH:5][C:6]([O:8][CH3:9])=[CH:7][C:2]=1[Cl:1])[C:27]([O:29][CH3:30])=[O:28])([O-:35])=[O:34] |f:1.2|. Procedure details: The dinitro precursor was prepared by reacting 2-chloro-4-methoxyphenol (Aldrich Chemical Co., Milwaukee, Wis.) as the potassium 2-chloro-4-methoxyphenolate with methyl 4-chloro-3,5-dinitrobenzoate, as described in Example 1.2.1. The methyl 3,5-dinitro-4-(2′-chloro-4′-methoxyphenoxy)benzoate product (66% yield) was crystallized from ethanol to give orange crystals. Melting point: 116-119° C. Reactants: NC=1C=C(C(=O)OC)C=CC1N (Methyl 3,4-diaminobenzoate), C(C)N(C1=CC=C(C=O)C=C1)CC (4-(diethylamino)benzaldehyde). Solvent: [N+](=O)([O-])C1=CC=CC=C1 (nitrobenzene). Run at temperature 145 celsius. The product is C(C)N(CC)C1=CC=C(C=C1)C=1NC2=C(N1)C=C(C=C2)C(=O)OC (methyl 2-(4-(N,N-diethyl)aminophenyl)benzimidazole-6-carboxylate). Isolated yield 81.9%. RXN SMILES: [NH2:1][C:2]1[CH:3]=[C:4]([CH:9]=[CH:10][C:11]=1[NH2:12])[C:5]([O:7][CH3:8])=[O:6].[CH2:13]([N:15]([CH2:24][CH3:25])[C:16]1[CH:23]=[CH:22][C:19]([CH:20]=O)=[CH:18][CH:17]=1)[CH3:14]>[N+](C1C=CC=CC=1)([O-])=O>[CH2:13]([N:15]([C:16]1[CH:17]=[CH:18][C:19]([C:20]2[NH:12][C:11]3[CH:10]=[CH:9][C:4]([C:5]([O:7][CH3:8])=[O:6])=[CH:3][C:2]=3[N:1]=2)=[CH:22][CH:23]=1)[CH2:24][CH3:25])[CH3:14]. Reported procedure: Methyl 3,4-diaminobenzoate (0.73 g, 4.42 mmol), 4-(diethylamino)benzaldehyde (3.0 g, 16.9 mmol) were dissolved in nitrobenzene (30 mL) and refluxed on a 145° C. oil bath overnight. The nitrobenzene was then removed in vacuo using a Kugelrohr apparatus (60° C., 0.1 mm Hg). The remaining oily residue was dissolved in CHCl3 and washed with water (3×50 mL). The combined organic layers were dried (Na2SO4), filtered, and concentrated. The crude oil was then purified through colurnn chromatography usin... Starting materials: [Cl-].[Li+] (lithium chloride), C(CCC)C(=C(CCCC)CCCC)[Sn] (tributylvinyltin), C1(=CC=CC=C1)C1=NC2=C(C=CC=C2C=C1C)OS(=O)(=O)C(F)(F)F (2-phenyl-3-methyl-8-trifluoromethanesulfonyloxyquinoline). Reagents/catalysts: C=1C=CC(=CC1)[P](C=2C=CC=CC2)(C=3C=CC=CC3)[Pd]([P](C=4C=CC=CC4)(C=5C=CC=CC5)C=6C=CC=CC6)([P](C=7C=CC=CC7)(C=8C=CC=CC8)C=9C=CC=CC9)[P](C=1C=CC=CC1)(C=1C=CC=CC1)C=1C=CC=CC1 (Pd(PPh3)4). The solvent is O1CCOCC1 (dioxane). Conditions: temperature 110 celsius. Yields the product C1(=CC=CC=C1)C1=NC2=C(C=CC=C2C=C1C)C=C (2-phenyl-3-methyl-8-vinylquinoline). Isolated yield 96.0%. As a reaction SMILES: [Cl-].[Li+].[CH2:3](C([Sn])=C(CCCC)CCCC)[CH2:4]CC.[C:18]1([C:24]2[C:33]([CH3:34])=[CH:32][C:31]3[C:26](=[C:27](OS(C(F)(F)F)(=O)=O)[CH:28]=[CH:29][CH:30]=3)[N:25]=2)[CH:23]=[CH:22][CH:21]=[CH:20][CH:19]=1>O1CCOCC1.C1C=CC([P]([Pd]([P](C2C=CC=CC=2)(C2C=CC=CC=2)C2C=CC=CC=2)([P](C2C=CC=CC=2)(C2C=CC=CC=2)C2C=CC=CC=2)[P](C2C=CC=CC=2)(C2C=CC=CC=2)C2C=CC=CC=2)(C2C=CC=CC=2)C2C=CC=CC=2)=CC=1>[C:18]1([C:24]2[C:33]([CH3:34])=[CH:32][C:31]3[C:26](=[C:27]([CH:3]=[CH2:4])[CH:28]=[CH:29][CH:30]=3)[N:25]=2)[CH:23]=[CH:22][CH:21]=[CH:20][CH:19]=1 |f:0.1,^1:4,52,54,73,92|. Reported procedure: 6.3 g (150 mmol) of lithium chloride, 16.8 ml (57 mmol) of tributylvinyltin and 1.6 g (1.5 mmol) of Pd(PPh3)4 are added sequentially at ambient temperature to a solution of 17.7 g (48 mmol) of 2-phenyl-3-methyl-8-trifluoromethanesulfonyloxyquinoline in 250 ml of dioxane, degassed beforehand using a stream of nitrogen. The reaction medium is then heated at 110° C. for 16 hours. After evaporating the dioxane, the residue is taken up in 200 ml of water and 200 ml of ethyl acetate. The aqueous phase... Reactants: C(C)OC=1C=C(C=O)C=C(C1I)OCC (3,5-diethoxy-4-iodo-benzaldehyde), C(C1=CC=CC=C1)OC=1C=C(C=O)C=C(C1I)OCC (3-benzyloxy-5-ethoxy-4-iodo-benzaldehyde), FC1=CC=C(C=C1)B(O)O (4-fluorophenyl boronic acid). The product is C(C)OC1=C(C(=CC(=C1)C=O)OCC)C1=CC=C(C=C1)F (2,6-Diethoxy-4′-fluoro-biphenyl-4-carbaldehyde). As a reaction SMILES: [CH2:1]([O:3][C:4]1[CH:5]=[C:6]([CH:9]=[C:10]([O:13][CH2:14][CH3:15])[C:11]=1I)[CH:7]=[O:8])[CH3:2].C(OC1C=C(C=C(OCC)C=1I)C=O)C1C=CC=CC=1.[F:36][C:37]1[CH:42]=[CH:41][C:40](B(O)O)=[CH:39][CH:38]=1>>[CH2:1]([O:3][C:4]1[CH:5]=[C:6]([CH:7]=[O:8])[CH:9]=[C:10]([O:13][CH2:14][CH3:15])[C:11]=1[C:40]1[CH:41]=[CH:42][C:37]([F:36])=[CH:38][CH:39]=1)[CH3:2]. Procedure: The necessary intermediate 2,6-Diethoxy-4′-fluoro-biphenyl-4-carbaldehyde was prepared as described in example 94, but reacting in the Suzuki coupling 3,5-diethoxy-4-iodo-benzaldehyde (CAS NO. 338454-05-0) instead of 3-benzyloxy-5-ethoxy-4-iodo-benzaldehyde with 4-fluorophenyl boronic acid, as light yellow solid. The reactants are N1CCCC1 (pyrrolidine), C=O (formaldehyde), O1CCN(CC1)CC(C(=S)N)C1=NC=CC=C1 (3-morpholino-2-(2-pyridyl)thiopropanamide). The solvent is CO (methanol). Yields the product O1CCN(CC1)CC(C(=S)NCN1CCCC1)C1=NC=CC=C1 (3-morpholino-N-pyrrolidinomethyl-2-(2-pyridyl)thiopropanamide). Reaction SMILES: [O:1]1[CH2:6][CH2:5][N:4]([CH2:7][CH:8]([C:12]2[CH:17]=[CH:16][CH:15]=[CH:14][N:13]=2)[C:9]([NH2:11])=[S:10])[CH2:3][CH2:2]1.[NH:18]1[CH2:22][CH2:21][CH2:20][CH2:19]1.[CH2:23]=O>CO>[O:1]1[CH2:6][CH2:5][N:4]([CH2:7][CH:8]([C:12]2[CH:17]=[CH:16][CH:15]=[CH:14][N:13]=2)[C:9]([NH:11][CH2:23][N:18]2[CH2:22][CH2:21][CH2:20][CH2:19]2)=[S:10])[CH2:3][CH2:2]1. Procedure details: The above prepared 3-morpholino-2-(2-pyridyl)thiopropanamide is reacted with pyrrolidine and formaldehyde in methanol by the procedure of Example 2 to give 3-morpholino-N-pyrrolidinomethyl-2-(2-pyridyl)thiopropanamide.